Dataset: the Open Reaction Database (ORD), a public repository of structured organic reaction records. Task: describe an organic reaction: reactants, conditions, products, and yield Reactants: [Cl-].O[NH3+] (hydroxylammonium chloride), C(O)([O-])=O.[Na+] (sodium hydrogen carbonate), CS(=O)C (dimethyl sulfoxide), C(CCC)C=1N(C(C(=C(N1)C)C1=CC=C(C=C1)F)=O)CC1=C(C=C(C=C1)C=1C(=CC=CC1)C#N)F (4′-{[2-butyl-5-(4-fluorophenyl)-4-methyl-6-oxopyrimidin-1(6H)-yl]methyl}-3′-fluorobiphenyl-2-carbonitrile). Run in O (water). Reaction conditions: temperature 40 celsius, time 30 minute. Yields the product C(CCC)C1=NC(=C(C(N1CC1=C(C=C(C=C1)C1=C(C=CC=C1)C1=NOC(N1)=O)F)=O)C1=CC=C(C=C1)F)C (2-butyl-3-{[3-fluoro-2′-(5-oxo-4,5-dihydro-1,2,4-oxadiazol-3-yl)biphenyl-4-yl]methyl}-5-(4-fluorophenyl)-6-methylpyrimidin-4(3H)-one). The yield is 71.4%. As a reaction SMILES: [Cl-].O[NH3+:3].[C:4](=[O:7])([O-])[OH:5].[Na+].CS(C)=O.[CH2:13]([C:17]1[N:18]([CH2:32][C:33]2[CH:38]=[CH:37][C:36]([C:39]3[C:40]([C:45]#[N:46])=[CH:41][CH:42]=[CH:43][CH:44]=3)=[CH:35][C:34]=2[F:47])[C:19](=[O:31])[C:20]([C:24]2[CH:29]=[CH:28][C:27]([F:30])=[CH:26][CH:25]=2)=[C:21]([CH3:23])[N:22]=1)[CH2:14][CH2:15][CH3:16]>O>[CH2:13]([C:17]1[N:18]([CH2:32][C:33]2[CH:38]=[CH:37][C:36]([C:39]3[CH:44]=[CH:43][CH:42]=[CH:41][C:40]=3[C:45]3[NH:3][C:4](=[O:7])[O:5][N:46]=3)=[CH:35][C:34]=2[F:47])[C:19](=[O:31])[C:20]([C:24]2[CH:25]=[CH:26][C:27]([F:30])=[CH:28][CH:29]=2)=[C:21]([CH3:23])[N:22]=1)[CH2:14][CH2:15][CH3:16] |f:0.1,2.3|. Reported procedure: A mixture of hydroxylammonium chloride (1.02 g), sodium hydrogen carbonate (1.45 g) and dimethyl sulfoxide (5 mL) was stirred at 40° C. for 30 min, 4′-{[2-butyl-5-(4-fluorophenyl)-4-methyl-6-oxopyrimidin-1(6H)-yl]methyl}-3′-fluorobiphenyl-2-carbonitrile (0.51 g) was added, and the mixture was stirred at 90° C. for 16 hr. The mixture was allowed to cool to room temperature, water was added to the reaction mixture, and the precipitate was collected by filtration. The obtained solid was dissolved i... The reactants are [BH4-].[Na+] (Sodium borohydride), [Si](C)(C)(C(C)(C)C)OC1=C(C=CC(=C1)O[Si](C)(C)C(C)(C)C)C1CCC(CC1)=O (4-(2,4-bis{[tert-butyl(dimethyl)silyl]oxy}phenyl)cyclohexanone). The solvent is C(C)O (ethanol). Reaction conditions: time 18 hour. Yields the product [Si](C)(C)(C(C)(C)C)OC1=C(C=CC(=C1)O[Si](C)(C)C(C)(C)C)[C@H]1CC[C@H](CC1)O (cis-4-(2,4-Bis{[tert-butyl(dimethyl)silyl]oxy}phenyl)cyclohexanol). The yield is 34.6%. Reaction SMILES: [BH4-].[Na+].[Si:3]([O:10][C:11]1[CH:16]=[C:15]([O:17][Si:18]([C:21]([CH3:24])([CH3:23])[CH3:22])([CH3:20])[CH3:19])[CH:14]=[CH:13][C:12]=1[CH:25]1[CH2:30][CH2:29][C:28](=[O:31])[CH2:27][CH2:26]1)([C:6]([CH3:9])([CH3:8])[CH3:7])([CH3:5])[CH3:4]>C(O)C>[Si:3]([O:10][C:11]1[CH:16]=[C:15]([O:17][Si:18]([C:21]([CH3:22])([CH3:23])[CH3:24])([CH3:20])[CH3:19])[CH:14]=[CH:13][C:12]=1[C@@H:25]1[CH2:26][CH2:27][C@H:28]([OH:31])[CH2:29][CH2:30]1)([C:6]([CH3:7])([CH3:8])[CH3:9])([CH3:5])[CH3:4] |f:0.1|. Reported procedure: Sodium borohydride (164 mg) was added to a stirred solution of 4-(2,4-bis{[tert-butyl(dimethyl)silyl]oxy}phenyl)cyclohexanone (1.57 g) in ethanol (50 ml) at 0° C. After 18 hr at room temperature, the mixture was partitioned between 2M HCl (20 ml), water (40 ml) and ethyl acetate (50 ml) and the aqueous layer was re-extracted with ethyl acetate (2×50 ml). The combined organic extracts were washed with brine (40 ml), dried over magnesium sulfate and evaporated in vacuo. The residue was purified us... Reactants: O=[Ag-], Brc1cncc(Br)c1, O=C([O-])[O-], CCB(O)O, C1CCOC1, [K+], [K+]. Yields the product CCc1cncc(Br)c1. RXN SMILES: [Ag-:20]=[O:21].[Br:1][c:2]1[cH:3][n:4][cH:5][c:6]([Br:8])[cH:7]1.[C:9](=[O:10])([O-:11])[O-:12].[CH2:15]([CH3:16])[B:17]([OH:18])[OH:19].[CH2:22]1[O:23][CH2:24][CH2:25][CH2:26]1.[K+:13].[K+:14]>>[c:2]1([CH2:15][CH3:16])[cH:3][n:4][cH:5][c:6]([Br:8])[cH:7]1. Starting materials: O1COC2=C1C=CC(=C2)C(C)(O)C2CC2 (1-(1,3-Benzodioxol-5-yl)-1-cyclopropylethanol), FC(C(=O)O)(F)F (trifluoroacetic acid), CSCC=1C=CC=C2C=CNC12 (7-[(Methylsulfanyl)methyl]-1H-indole). The solvent is ClCCl (dichloromethane). Reaction conditions: time 30 minute. The product is O1COC2=C1C=CC(=C2)C(C)(C2CC2)C2=CNC1=C(C=CC=C21)CSC (3-[1-(1,3-Benzodioxol-5-yl)-1-cyclopropylethyl]-7-[(methylsulfanyl)methyl]-1H-indole). RXN SMILES: [O:1]1[C:5]2[CH:6]=[CH:7][C:8]([C:10]([CH:13]3[CH2:15][CH2:14]3)(O)[CH3:11])=[CH:9][C:4]=2[O:3][CH2:2]1.FC(F)(F)C(O)=O.[CH3:23][S:24][CH2:25][C:26]1[CH:27]=[CH:28][CH:29]=[C:30]2[C:34]=1[NH:33][CH:32]=[CH:31]2>ClCCl>[O:1]1[C:5]2[CH:6]=[CH:7][C:8]([C:10]([C:31]3[C:30]4[C:34](=[C:26]([CH2:25][S:24][CH3:23])[CH:27]=[CH:28][CH:29]=4)[NH:33][CH:32]=3)([CH:13]3[CH2:15][CH2:14]3)[CH3:11])=[CH:9][C:4]=2[O:3][CH2:2]1. Procedure details: 600 mg (2.91 mmol) of the compound from Example 143A and 0.27 ml (3.49 mmol) of trifluoroacetic acid were added to 516 mg (2.91 mmol) of the compound from Example 8A in 4 ml of dichloromethane. The reaction mixture was stirred at RT for 30 min, and the crude product was then purified twice by preparative HPLC (mobile phase: acetonitrile/water gradient). 377 mg (35% of theory) of the title compound were obtained. Procedure: To a solution of diallyl [8-[(tert-butyldimethylsilyl)oxymethyl]-1-naphthyl]methyl phosphate (5.01 g, 10.8 mmol) obtained from Example 25-(1) in tetrahydrofuran (50 ml) was added tetrabutylammonium fluoride (1 mol/l tetrahydrofuran solution; 13.5 ml, 13.5 mmol), and the mixture was stirred at room temperature for 1 hour. Water was added and the product was extracted with ethyl acetate. The organic layer was concentrated under reduced pressure to give an oily residue. The residue was subjected to... Isolated yield 59.0%. The reactants are P(=O)(OCC=C)(OCC=C)OCC1=CC=CC2=CC=CC(=C12)CO[Si](C)(C)C(C)(C)C (diallyl [8-[(tert-butyldimethylsilyl)oxymethyl]-1-naphthyl]methyl phosphate), [F-].C(CCC)[N+](CCCC)(CCCC)CCCC (tetrabutylammonium fluoride), C(C)(=O)OCC (ethyl acetate), O (Water). The solvent is O1CCCC1 (tetrahydrofuran), CCCCCC (hexane). The product is P(=O)(OCC=C)(OCC=C)OCC1=CC=CC2=CC=CC(=C12)CO (Diallyl [8-(hydroxymethyl)-1-naphthyl]methyl phosphate). Reaction conditions: time 1 hour. As a reaction SMILES: [P:1]([O:11][CH2:12][C:13]1[C:22]2[C:17](=[CH:18][CH:19]=[CH:20][C:21]=2[CH2:23][O:24][Si](C(C)(C)C)(C)C)[CH:16]=[CH:15][CH:14]=1)([O:7][CH2:8][CH:9]=[CH2:10])([O:3][CH2:4][CH:5]=[CH2:6])=[O:2].[F-].C([N+](CCCC)(CCCC)CCCC)CCC.O.C(OCC)(=O)C>O1CCCC1.CCCCCC>[P:1]([O:11][CH2:12][C:13]1[C:22]2[C:17](=[CH:18][CH:19]=[CH:20][C:21]=2[CH2:23][OH:24])[CH:16]=[CH:15][CH:14]=1)([O:7][CH2:8][CH:9]=[CH2:10])([O:3][CH2:4][CH:5]=[CH2:6])=[O:2] |f:1.2|. Starting materials: IC1=C(N=C(N1)C1(COC1)C)C (5-iodo-4-methyl-2-(3-methyloxetan-3-yl)-1H-imidazole), CC1(COC1)C=1NC=C(N1)C(F)(F)F (2-(3-methyloxetan-3-yl)-4-(trifluoromethyl)-1H-imidazole), CC1(COC1)C=1NC=C(N1)C(F)(F)F (2-(3-methyloxetan-3-yl)-4-(trifluoromethyl)-1H-imidazole), CC=1N=C(NC1)C1(COC1)C (4-methyl-2-(3-methyloxetan-3-yl)-1H-imidazole). The product is IC1=C(N=C(N1)C1(COC1)C)C(F)(F)F (5-Iodo-2-(3-methyloxetan-3-yl)-4-(trifluoromethyl)-1H-imidazole). As a reaction SMILES: [I:1]C1NC(C2(C)COC2)=NC=1C.[CH3:13][C:14]1([C:18]2[NH:19][CH:20]=[C:21]([C:23]([F:26])([F:25])[F:24])[N:22]=2)[CH2:17][O:16][CH2:15]1.CC1N=C(C2(C)COC2)NC=1>>[I:1][C:20]1[NH:19][C:18]([C:14]2([CH3:13])[CH2:17][O:16][CH2:15]2)=[N:22][C:21]=1[C:23]([F:26])([F:24])[F:25]. Reported procedure: The title compound was prepared using standard chemical manipulations and procedures similar to those used for the preparation of compound 175.2, except 2-(3-methyloxetan-3-yl)-4-(trifluoromethyl)-1H-imidazole (compound 202.1) was used in place of 4-methyl-2-(3-methyloxetan-3-yl)-1H-imidazole (compound 175.1). m/z (ES+) 333 (M+H)+. Starting materials: C(#N)NC(SC)=NCCSCC=1N=C(SC1)NC(=N)N (N-cyano-N'-{2-[(2-guanidino-4-thiazolyl)methylthio]ethyl}-S-methylisothiourea), C1=CC(=CC(=C1)O)C(CN)O (DL-[2-hydroxy-2-(3-hydroxyphenyl)ethyl]amine). The reagents and catalysts are [N+](=O)([O-])[O-].[Ag+] (silver nitrate). Run in C(C)O (ethanol). Yields the product C(#N)NC(=NCC(C1=CC(=CC=C1)O)O)NCCSCC=1N=C(SC1)NC(=N)N (N-cyano-N'-{2-[(2-guanidino-4-thiazolyl)methylthio]ethyl}-N"-[2-hydroxy-2-(3-hydroxyphenyl)ethyl]guanidine). Isolated yield 63.2%. Reaction SMILES: [C:1]([NH:3][C:4](=[N:7][CH2:8][CH2:9][S:10][CH2:11][C:12]1[N:13]=[C:14]([NH:17][C:18]([NH2:20])=[NH:19])[S:15][CH:16]=1)SC)#[N:2].[CH:21]1[CH:26]=[C:25]([OH:27])[CH:24]=[C:23]([CH:28]([OH:31])[CH2:29][NH2:30])[CH:22]=1>[N+]([O-])([O-])=O.[Ag+].C(O)C>[C:1]([NH:3][C:4]([NH:7][CH2:8][CH2:9][S:10][CH2:11][C:12]1[N:13]=[C:14]([NH:17][C:18]([NH2:20])=[NH:19])[S:15][CH:16]=1)=[N:30][CH2:29][CH:28]([OH:31])[C:23]1[CH:22]=[CH:21][CH:26]=[C:25]([OH:27])[CH:24]=1)#[N:2] |f:2.3|. Procedure: With 15 ml of ethanol were mixed 3.0 g of N-cyano-N'-{2-[(2-guanidino-4-thiazolyl)methylthio]ethyl}-S-methylisothiourea, 4.9 g of DL-[2-hydroxy-2-(3-hydroxyphenyl)ethyl]amine and 1.97 g of silver nitrate, and the resulting mixture was subjected to reaction under reflux for 1.5 hours. After completion of the reaction, the insolubles were removed by filtration, and the solvent was removed by distillation under reduced pressure. The resulting residue was purified by a column chromatography (Wako Si... Reaction SMILES: [C:1]1([C:7]2[C:8]([N:12]3[CH:16]=[N:15][N:14]=[CH:13]3)=[N:9][NH:10][CH:11]=2)[CH:6]=[CH:5][CH:4]=[CH:3][CH:2]=1.[ClH:17]>CO.O>[ClH:17].[C:1]1([C:7]2[C:8]([N:12]3[CH:13]=[N:14][N:15]=[CH:16]3)=[N:9][NH:10][CH:11]=2)[CH:2]=[CH:3][CH:4]=[CH:5][CH:6]=1 |f:4.5|. Procedure details: A suspension of 4-(4-phenyl-3-pyrazolyl)-4H-1,2,4-triazole (1.75 g) in methanol (25 ml) and water (10 ml) is stirred and concentrated hydrochloric acid added until a clear solution is obtained. The solvent is removed and the residue recrystallized from methanol/ether at -10° C. Yield 1.7 g (90%), m.p. 210° C. to 216° C. (dec). The product is Cl.C1(=CC=CC=C1)C=1C(=NNC1)N1C=NN=C1 (4-(4-phenyl-3-pyrazolyl)-4H-1,2,4-triazole hydrochloride). The solvent is CO (methanol), O (water). Starting materials: C1(=CC=CC=C1)C=1C(=NNC1)N1C=NN=C1 (4-(4-phenyl-3-pyrazolyl)-4H-1,2,4-triazole), Cl (hydrochloric acid). Starting materials: CCC(C)(C)Cc1cn(C(c2ccccc2)(c2ccccc2)c2ccccc2)c(CC(O)c2ccc(-c3ccc(F)cn3)cc2)n1, CNS(=O)(=O)c1ccc([N+](=O)[O-])cc1, CCOC(=O)N=NC(=O)OCC, C1CCOC1, c1ccc(P(c2ccccc2)c2ccccc2)cc1. The product is CCC(C)(C)Cc1cn(C(c2ccccc2)(c2ccccc2)c2ccccc2)c(CC(c2ccc(-c3ccc(F)cn3)cc2)N(C)S(=O)(=O)c2ccc([N+](=O)[O-])cc2)n1. RXN SMILES: [CH3:13][C:14]([CH2:15][c:16]1[n:17][c:18]([CH2:40][CH:41]([OH:42])[c:43]2[cH:44][cH:45][c:46](-[c:49]3[n:50][cH:51][c:52]([F:55])[cH:53][cH:54]3)[cH:47][cH:48]2)[n:19]([C:21]([c:22]2[cH:23][cH:24][cH:25][cH:26][cH:27]2)([c:28]2[cH:29][cH:30][cH:31][cH:32][cH:33]2)[c:34]2[cH:35][cH:36][cH:37][cH:38][cH:39]2)[cH:20]1)([CH2:56][CH3:57])[CH3:58].[CH3:59][NH:60][S:61](=[O:62])(=[O:63])[c:64]1[cH:65][cH:66][c:67]([N+:70](=[O:71])[O-:72])[cH:68][cH:69]1.[O:1]=[C:2]([O:3][CH2:4][CH3:5])[N:6]=[N:7][C:8]([O:9][CH2:10][CH3:11])=[O:12].[O:92]1[CH2:93][CH2:94][CH2:95][CH2:96]1.[c:73]1([P:74]([c:75]2[cH:76][cH:77][cH:78][cH:79][cH:80]2)[c:81]2[cH:82][cH:83][cH:84][cH:85][cH:86]2)[cH:87][cH:88][cH:89][cH:90][cH:91]1>>[CH3:13][C:14]([CH2:15][c:16]1[n:17][c:18]([CH2:40][CH:41]([c:43]2[cH:44][cH:45][c:46](-[c:49]3[n:50][cH:51][c:52]([F:55])[cH:53][cH:54]3)[cH:47][cH:48]2)[N:60]([CH3:59])[S:61](=[O:62])(=[O:63])[c:64]2[cH:65][cH:66][c:67]([N+:70](=[O:71])[O-:72])[cH:68][cH:69]2)[n:19]([C:21]([c:22]2[cH:23][cH:24][cH:25][cH:26][cH:27]2)([c:28]2[cH:29][cH:30][cH:31][cH:32][cH:33]2)[c:34]2[cH:35][cH:36][cH:37][cH:38][cH:39]2)[cH:20]1)([CH2:56][CH3:57])[CH3:58].